The task is: describe an organic reaction: reactants, conditions, products, and yield. This data is from the Open Reaction Database (ORD), a public repository of structured organic reaction records. Reactants: O=C1Nc2ccc(I)cc2C1=Cc1cc(Br)c(O)c(Br)c1, C1CCOC1, CC(C)(C)[O-], Cc1ccccc1, CN1CCOCC1, O=C(Cl)Cl, [K+], NCCOCCO. The product is O=C(NCCOCCO)Oc1c(Br)cc(C=C2C(=O)Nc3ccc(I)cc32)cc1Br. Reaction SMILES: [Br:1][c:2]1[cH:3][c:4]([CH:5]=[C:6]2[C:7](=[O:16])[NH:8][c:9]3[cH:10][cH:11][c:12]([I:15])[cH:13][c:14]32)[cH:17][c:18]([Br:21])[c:19]1[OH:20].[CH2:53]1[O:54][CH2:55][CH2:56][CH2:57]1.[CH3:22][C:23]([CH3:24])([O-:25])[CH3:26].[CH3:32][c:33]1[cH:34][cH:35][cH:36][cH:37][cH:38]1.[CH3:46][N:47]1[CH2:48][CH2:49][O:50][CH2:51][CH2:52]1.[Cl:28][C:29]([Cl:30])=[O:31].[K+:27].[NH2:39][CH2:40][CH2:41][O:42][CH2:43][CH2:44][OH:45]>>[Br:1][c:2]1[cH:3][c:4]([CH:5]=[C:6]2[C:7](=[O:16])[NH:8][c:9]3[cH:10][cH:11][c:12]([I:15])[cH:13][c:14]32)[cH:17][c:18]([Br:21])[c:19]1[O:20][C:29](=[O:31])[NH:39][CH2:40][CH2:41][O:42][CH2:43][CH2:44][OH:45]. Reactants: COC(CN1C(C(=C(C1)O)C(=O)OC)=O)=O (2,5-dihydro-4-hydroxy-3-methoxycarbonyl-2-oxo-1H-pyrrole-1-acetic acid methyl ester), N (ammonia). Run at time 12 hour. Yields the product OC1=C(C(N(C1)CC(=O)N)=O)C(=O)OC (2,5-dihydro-4-hydroxy-3-methoxycarbonyl-2-oxo-1H-pyrrole-1-acetamide). RXN SMILES: C[O:2][C:3](=O)[CH2:4][N:5]1[CH2:9][C:8]([OH:10])=[C:7]([C:11]([O:13][CH3:14])=[O:12])[C:6]1=[O:15].[NH3:17]>>[OH:10][C:8]1[CH2:9][N:5]([CH2:4][C:3]([NH2:17])=[O:2])[C:6](=[O:15])[C:7]=1[C:11]([O:13][CH3:14])=[O:12]. Procedure details: 23 g (0.1 mol) of the 2,5-dihydro-4-hydroxy-3-methoxycarbonyl-2-oxo-1H-pyrrole-1-acetic acid methyl ester described in Example 1 are dissolved in 200 ml of a concentrated aqueous ammonia solution and stirred at room temperature for 12 hours. The yellowish solution is then concentrated to dryness by evaporation under a water-jet vacuum. The resulting solid residue is dissolved in 200 ml of water, and a concentrated aqueous solution of hydrochloric acid is added until a strongly acidic reaction ta... Starting materials: N1N=CC(=C1)C1=CC2=C(C=3N=C(SC3CCO2)C(=O)O)C=C1 (8-(1H-Pyrazol-4-yl)-4,5-dihydro-6-oxa-3-thia-1-aza-benzo[e]azulene-2-carboxylic acid), C[C@@H]1CNCCC1 ((S)-3-methylpiperidine). The product is C[C@H]1CN(CCC1)C(=O)C=1SC=2CCOC3=C(C2N1)C=CC(=C3)C=3C=NNC3 (((R)-3-Methyl-piperidin-1-yl)-[8-(1H-pyrazol-4-yl)-4,5-dihydro-6-oxa-3-thia-1-aza-benzo[e]azulen-2-yl]-methanone). Reaction SMILES: [NH:1]1[CH:5]=[C:4]([C:6]2[CH:22]=[CH:21][C:9]3[C:10]4[N:11]=[C:12]([C:18](O)=[O:19])[S:13][C:14]=4[CH2:15][CH2:16][O:17][C:8]=3[CH:7]=2)[CH:3]=[N:2]1.[CH3:23][C@H:24]1[CH2:29][CH2:28][CH2:27][NH:26][CH2:25]1>>[CH3:23][C@@H:24]1[CH2:29][CH2:28][CH2:27][N:26]([C:18]([C:12]2[S:13][C:14]3[CH2:15][CH2:16][O:17][C:8]4[CH:7]=[C:6]([C:4]5[CH:5]=[N:1][NH:2][CH:3]=5)[CH:22]=[CH:21][C:9]=4[C:10]=3[N:11]=2)=[O:19])[CH2:25]1. Procedure: Following the procedure for 103, 8-(1H-Pyrazol-4-yl)-4,5-dihydro-6-oxa-3-thia-1-aza-benzo[e]azulene-2-carboxylic acid (50.0 mg, 0.2 mmol) was reacted with (S)-3-methylpiperidine (1.2 equiv) to give 163 (13.8 mg, M+1 395.1) Procedure details: Similarly, the mixture of 0.1 g of dibenzoyl-2-(2-isopropylaminopropyl)-5-pyridinol and 10 ml of 5 N hydrochloric acid may be refluxed for three days, cooled, filtered, evaporated and the residue triturated with acetone, to yield the 2-(2-isopropylaminopropyl)-5-pyridinol dihydrochloride melting at 199°-204°; it is identical with that obtained according to Examples 1, 3 and 8. Product: Cl.Cl.C(C)(C)NC(CC1=NC=C(C=C1)O)C (2-(2-isopropylaminopropyl)-5-pyridinol dihydrochloride). Reactants: C(C1=CC=CC=C1)(=O)C1=C(C(=NC=C1O)CC(C)NC(C)C)C(C1=CC=CC=C1)=O (dibenzoyl-2-(2-isopropylaminopropyl)-5-pyridinol), Cl (hydrochloric acid). As a reaction SMILES: C([C:9]1[C:14]([OH:15])=[CH:13][N:12]=[C:11]([CH2:16][CH:17]([NH:19][CH:20]([CH3:22])[CH3:21])[CH3:18])[C:10]=1C(=O)C1C=CC=CC=1)(=O)C1C=CC=CC=1.[ClH:31]>>[ClH:31].[ClH:31].[CH:20]([NH:19][CH:17]([CH3:18])[CH2:16][C:11]1[CH:10]=[CH:9][C:14]([OH:15])=[CH:13][N:12]=1)([CH3:22])[CH3:21] |f:2.3.4|. Starting materials: ClC1=C2C(=NC=C1)C=C(S2)C=2SC=C(N2)C(C)(C)O (2-[2-(7-Chloro-thieno[3,2-b]pyridin-2-yl)-thiazol-4-yl]-propan-2-ol), CN(C)C=O (DMF), C([O-])([O-])=O.[Cs+].[Cs+] (cesium carbonate), CC=1NC2=CC=C(C=C2C1)O (2-methyl-1H-indol-5-ol). Run in CO (CH3OH), C(Cl)(Cl)Cl (CHCl3). Yields the product [NH4+].[OH-] (NH4OH), CC=1NC2=CC=C(C=C2C1)OC1=C2C(=NC=C1)C=C(S2)C=2SC=C(N2)C(C)(C)O (2-{2-[7-(2-Methyl-1H-indol-5-yloxy)-thieno[3,2-b]pyridin-2-yl]-thiazol-4-yl}-propan-2-ol). Reaction SMILES: Cl[C:2]1[CH:7]=[CH:6][N:5]=[C:4]2[CH:8]=[C:9]([C:11]3[S:12][CH:13]=[C:14]([C:16]([OH:19])([CH3:18])[CH3:17])[N:15]=3)[S:10][C:3]=12.CN(C=O)C.C(=O)([O-])[O-].[Cs+].[Cs+].[CH3:31][C:32]1[NH:33][C:34]2[C:39]([CH:40]=1)=[CH:38][C:37]([OH:41])=[CH:36][CH:35]=2>CO.C(Cl)(Cl)Cl>[NH4+:5].[OH-:19].[CH3:31][C:32]1[NH:33][C:34]2[C:39]([CH:40]=1)=[CH:38][C:37]([O:41][C:2]1[CH:7]=[CH:6][N:5]=[C:4]3[CH:8]=[C:9]([C:11]4[S:12][CH:13]=[C:14]([C:16]([OH:19])([CH3:18])[CH3:17])[N:15]=4)[S:10][C:3]=13)=[CH:36][CH:35]=2 |f:2.3.4,8.9|. Procedure details: A solution of 2-[2-(7-Chloro-thieno[3,2-b]pyridin-2-yl)-thiazol-4-yl]-propan-2-ol (100 mg, 0.322 mmol), DMF 0.7 mL, cesium carbonate (210 mg, 0.644 mmol) and 2-methyl-1H-indol-5-ol and (95.0 mg, 0.644 mmol) was heated to 85° C. for sixteen hours. The reaction mixture was cooled to room temperature and extracted with 5% methanol/ethyl acetate and water. The layers were separated, and the aqueous layer was washed with a 5% methanol and ethyl acetate solution. The combined organic layers were washe... Yields the product CN(C)C1(c2ccccc2)CCC(N)CC1. Reactants: CO, CN(C)C1(c2ccccc2)CCC(=NO)CC1, [Na+], [OH-], O. RXN SMILES: [CH3:18][OH:19].[CH3:1][N:2]([C:3]1([c:11]2[cH:12][cH:13][cH:14][cH:15][cH:16]2)[CH2:4][CH2:5][C:6](=[N:9][OH:10])[CH2:7][CH2:8]1)[CH3:17].[Na+:21].[OH-:20].[OH2:22]>>[CH3:1][N:2]([C:3]1([c:11]2[cH:12][cH:13][cH:14][cH:15][cH:16]2)[CH2:4][CH2:5][CH:6]([NH2:9])[CH2:7][CH2:8]1)[CH3:17].